Dataset: the Open Reaction Database (ORD), a public repository of structured organic reaction records. Task: describe an organic reaction: reactants, conditions, products, and yield Reactants: C1COCCN1, O=C(Cc1ccc(F)cc1)c1ccccc1, c1ccccc1. Yields the product Fc1ccc(C=C(c2ccccc2)N2CCOCC2)cc1. RXN SMILES: [CH2:17]1[CH2:18][O:19][CH2:20][CH2:21][NH:22]1.[c:1]1([C:7](=[O:8])[CH2:9][c:10]2[cH:11][cH:12][c:13]([F:16])[cH:14][cH:15]2)[cH:2][cH:3][cH:4][cH:5][cH:6]1.[cH:23]1[cH:24][cH:25][cH:26][cH:27][cH:28]1>>[c:1]1([C:7](=[CH:9][c:10]2[cH:11][cH:12][c:13]([F:16])[cH:14][cH:15]2)[N:22]2[CH2:17][CH2:18][O:19][CH2:20][CH2:21]2)[cH:2][cH:3][cH:4][cH:5][cH:6]1. The reactants are C1CC(=O)N(C1=O)Br (NBS), C(C)(C)(C)C1=CC=C(C=C1)[N+](=O)[O-] (tert-butyl-4-nitrobenzene), ice. Solvent: C(=O)(C(F)(F)F)O.OS(=O)(=O)O (TFA H2SO4). Run at time 24 hour. The product is BrC1=C(C=CC(=C1)[N+](=O)[O-])C(C)(C)C (2-bromo-1-tert-butyl-4-nitrobenzene). Reaction SMILES: C1C(=O)N([Br:8])C(=O)C1.[C:9]([C:13]1[CH:18]=[CH:17][C:16]([N+:19]([O-:21])=[O:20])=[CH:15][CH:14]=1)([CH3:12])([CH3:11])[CH3:10]>C(O)(C(F)(F)F)=O.OS(O)(=O)=O>[Br:8][C:18]1[CH:17]=[C:16]([N+:19]([O-:21])=[O:20])[CH:15]=[CH:14][C:13]=1[C:9]([CH3:12])([CH3:10])[CH3:11] |f:2.3|. Procedure: NBS (125.0 g, 697.5 mmol) was slowly added to a solution of TFA:H2SO4 (5:1, 750 mL) and tert-butyl-4-nitrobenzene (100.0 g, 558.0 mmol) at RT. The solution was stirred for 24 h then poured over 5 kg of ice. The resulting suspension was filtered and washed with a 1:1 MeOH:H2O solution (200 mL) and dried in a vacuum oven. MS (ES+): 258.1, 260.1 (M+H)+. Calc'd for C10H12BrNO2: 257.01. The reactants are COC=1C=C2C(=CC=NC2=CC1OC)OC1=C(C=O)C=C(C=C1)OC (2-(6,7-dimethoxy-quinolin-4-yloxy)-5-methoxy-benzaldehyde), [Cl-].[NH4+] (ammonium chloride), N1=C(C=CC=C1)C (2-Picoline), C(CCC)[Li] (n-Butyllithium). Solvent: O1CCCC1 (tetrahydrofuran), O1CCCC1 (tetrahydrofuran). Conditions: temperature -78 celsius, time 2 hour. Yields the product COC=1C=C2C(=CC=NC2=CC1OC)OC1=C(C=C(C=C1)OC)C(CC1=NC=CC=C1)O (1-[2-(6,7-Dimethoxy-quinolin-4-yloxy)-5-methoxyphenyl]-2-pyridin-2-yl-ethanol). Yield: 29.0%. Reaction SMILES: [N:1]1[CH:6]=[CH:5][CH:4]=[CH:3][C:2]=1[CH3:7].C([Li])CCC.[CH3:13][O:14][C:15]1[CH:16]=[C:17]2[C:22](=[CH:23][C:24]=1[O:25][CH3:26])[N:21]=[CH:20][CH:19]=[C:18]2[O:27][C:28]1[CH:35]=[CH:34][C:33]([O:36][CH3:37])=[CH:32][C:29]=1[CH:30]=[O:31].[Cl-].[NH4+]>O1CCCC1>[CH3:13][O:14][C:15]1[CH:16]=[C:17]2[C:22](=[CH:23][C:24]=1[O:25][CH3:26])[N:21]=[CH:20][CH:19]=[C:18]2[O:27][C:28]1[CH:35]=[CH:34][C:33]([O:36][CH3:37])=[CH:32][C:29]=1[CH:30]([OH:31])[CH2:7][C:2]1[CH:3]=[CH:4][CH:5]=[CH:6][N:1]=1 |f:3.4|. Reported procedure: 2-Picoline (40 μl) was dissolved in tetrahydrofuran (2 ml), and the solution was cooled to −78° C. under an argon atmosphere. n-Butyllithium (1.56 M hexane solution) (260 μl) was added to the cooled solution, and the mixture was stirred for 2 hr. A solution of 2-(6,7-dimethoxy-quinolin-4-yloxy)-5-methoxy-benzaldehyde (100 mg) in tetrahydrofuran (2 ml) was then added to the reaction solution, and the mixture was stirred at −78° C. for one hr. A saturated ammonium chloride solution was added to th... Starting materials: CC(=O)O, Cc1nccc2[nH]c(=O)c(C#N)cc12, [NH4+], [OH-], O=S(=O)(O)O. Product: Cc1nccc2[nH]c(=O)c(C(N)=O)cc12. RXN SMILES: [CH3:22][C:23](=[O:24])[OH:25].[CH3:6][c:7]1[c:8]2[cH:9][c:10]([C:18]#[N:19])[c:11](=[O:17])[nH:12][c:13]2[cH:14][cH:15][n:16]1.[NH4+:20].[OH-:21].[S:1](=[O:2])(=[O:3])([OH:4])[OH:5]>>[CH3:6][c:7]1[c:8]2[cH:9][c:10]([C:18]([NH2:19])=[O:21])[c:11](=[O:17])[nH:12][c:13]2[cH:14][cH:15][n:16]1. The reactants are COC(C1=CC(=C(C=C1)O)O)=O (3,4-dihydroxybenzoic acid methyl ester), CO (methanol), O.NN (hydrazine hydrate). Solvent: O (water). Yields the product OC=1C=C(C(=O)NN)C=CC1O (3,4-Dihydroxybenzohydrazide). As a reaction SMILES: C[O:2][C:3](=O)[C:4]1[CH:9]=[CH:8][C:7]([OH:10])=[C:6]([OH:11])[CH:5]=1.CO.O.[NH2:16][NH2:17]>O>[OH:11][C:6]1[CH:5]=[C:4]([CH:9]=[CH:8][C:7]=1[OH:10])[C:3]([NH:16][NH2:17])=[O:2] |f:2.3|. Procedure: 120 g of 3,4-dihydroxybenzoic acid methyl ester was subjected to reaction with 340 ml of methanol and 340 ml of hydrazine hydrate over 3 days at room temperature. Then 340 ml of water was added thereto and the solvent was evaporated in vacuum. Addition of water and evaporation were repeated twice. Subsequently the product was crystallized from 340 ml of water. m.p. 260° C. (decomposed). Reactants: [H-].C(C(C)C)[Al+]CC(C)C (diisobutyl aluminum hydride), S(=O)(=O)([O-])[O-].[Mg+2] (magnesium sulfate), O.O.O.O.O.O.O.O.O.O.S(=O)(=O)([O-])[O-].[Na+].[Na+] (sodium sulfate decahydrate), C([O-])([O-])=O.[K+].[K+] (Potassium carbonate), CI (methyl iodide), BrC1=CC(=C(C(=O)O)C=C1)Cl (4-bromo-2-chlorobenzoic acid). RXN SMILES: C(=O)([O-])[O-].[K+].[K+].CI.[Br:9][C:10]1[CH:18]=[CH:17][C:13]([C:14](O)=[O:15])=[C:12]([Cl:19])[CH:11]=1.[H-].C([Al+]CC(C)C)C(C)C.O.O.O.O.O.O.O.O.O.O.S([O-])([O-])(=O)=O.[Na+].[Na+].S([O-])([O-])(=O)=O.[Mg+2]>CN(C)C=O.C1(C)C=CC=CC=1.O>[Br:9][C:10]1[CH:18]=[CH:17][C:13]([CH2:14][OH:15])=[C:12]([Cl:19])[CH:11]=1 |f:0.1.2,5.6,7.8.9.10.11.12.13.14.15.16.17.18.19,20.21|. The product is BrC1=CC(=C(C=C1)CO)Cl ((4-bromo-2-chlorophenyl)methanol). Reaction conditions: time 3 hour. The solvent is C1(=CC=CC=C1)C (toluene), O (water), CN(C=O)C (N,N-dimethylformamide). Reported procedure: Potassium carbonate (1.38 g, 10 mmol) and methyl iodide (0.623 ml, 10 mmol) were added to a solution of 4-bromo-2-chlorobenzoic acid (2.0 g, 8.5 mmol) in N,N-dimethylformamide (8 ml) under ice-cooling, and the mixture was stirred at room temperature for 3 hours. After the reaction mixture was poured into water and the mixture was extracted with ethyl acetate, the organic layer was successively washed with water and a saturated aqueous NaCl solution and dried with anhydrous sodium sulfate. The so... Starting materials: Oc1ccc(Br)c(O)c1, O=C([O-])[O-], CCI, CC(C)=O, [K+], [K+]. The product is CCOc1cc(O)ccc1Br. Reaction SMILES: [Br:1][c:2]1[c:3]([OH:9])[cH:4][c:5]([OH:6])[cH:7][cH:8]1.[C:13](=[O:14])([O-:15])[O-:16].[CH2:10]([CH3:11])[I:12].[CH3:19][C:20](=[O:21])[CH3:22].[K+:17].[K+:18]>>[Br:1][c:2]1[c:3]([O:9][CH2:10][CH3:11])[cH:4][c:5]([OH:6])[cH:7][cH:8]1. The reactants are azides, ClCCCS(=O)(=O)OCC([C@H](C(=O)OCCOC(=O)OC(C)C)OCC1=CC=CC=C1)(C)C ((Methylethoxycarbonyloxy)ethyl (2R)-4-[(3-chloropropyl)sulfonyloxy]-3,3-dimethyl-2-(phenylmethoxy)butanoate), [N-]=[N+]=[N-].[Na+] (sodium azide). Run in CS(=O)C (dimethyl sulfoxide). Product: N(=[N+]=[N-])CCCS(=O)(=O)OCC([C@H](C(=O)OCCOC(=O)OC(C)C)OCC1=CC=CC=C1)(C)C ((Methylethoxycarbonyloxy)ethyl (2R)-4-[(3-azidopropyl)sulfonyloxy]-3,3-dimethyl-2-(phenylmethoxy)butanoate). Reaction SMILES: Cl[CH2:2][CH2:3][CH2:4][S:5]([O:8][CH2:9][C:10]([CH3:33])([CH3:32])[C@@H:11]([O:24][CH2:25][C:26]1[CH:31]=[CH:30][CH:29]=[CH:28][CH:27]=1)[C:12]([O:14][CH2:15][CH2:16][O:17][C:18]([O:20][CH:21]([CH3:23])[CH3:22])=[O:19])=[O:13])(=[O:7])=[O:6].[N-:34]=[N+:35]=[N-:36].[Na+]>CS(C)=O>[N:34]([CH2:2][CH2:3][CH2:4][S:5]([O:8][CH2:9][C:10]([CH3:33])([CH3:32])[C@@H:11]([O:24][CH2:25][C:26]1[CH:31]=[CH:30][CH:29]=[CH:28][CH:27]=1)[C:12]([O:14][CH2:15][CH2:16][O:17][C:18]([O:20][CH:21]([CH3:23])[CH3:22])=[O:19])=[O:13])(=[O:7])=[O:6])=[N+:35]=[N-:36] |f:1.2|. Procedure details: Following the general procedure for the preparation of azides of Description 16, 23.0 g (45.3 mmol) of (methylethoxycarbonyloxy)ethyl (2R)-4-[(3-chloropropyl)sulfonyloxy]-3,3-dimethyl-2-(phenylmethoxy)butanoate (40a) dissolved in 210 mL of anhydrous dimethyl sulfoxide (DMSO) was reacted with 5.9 g (93.6 mmol) of sodium azide (NaN3). After work-up, the crude title compound (40b) was obtained and used in the next step without further purification. Rf=0.29 (EtOAc/Hxn=1:4). 1H NMR (400 MHz, CDCl3, b... Reactants: C(C)(=O)N1CCN(CC1)C1=C(C=C(C=C1)F)N (1-acetyl-4-(2-amino-4-fluorophenyl)piperazine), S(O)(O)(=O)=O (sulfuric acid), N(=O)[O-].[Na+] (sodium nitrite), [OH-].[Na+] (sodium hydroxide), C(C)(=O)Cl (acetyl chloride). Run in CO (methanol), O (water), O (water), C(Cl)(Cl)Cl (chloroform). Conditions: time 6 hour. Yields the product C(C)(=O)N1CCN(CC1)C1=C(C=C(C=C1)F)O (1-Acetyl-4-(4-fluoro-2-hydroxyphenyl)piperazine). Reaction SMILES: [C:1]([N:4]1[CH2:9][CH2:8][N:7]([C:10]2[CH:15]=[CH:14][C:13]([F:16])=[CH:12][C:11]=2N)[CH2:6][CH2:5]1)(=[O:3])[CH3:2].S(=O)(=O)(O)[OH:19].N([O-])=O.[Na+].[OH-].[Na+].C(Cl)(=O)C>O.CO.C(Cl)(Cl)Cl>[C:1]([N:4]1[CH2:9][CH2:8][N:7]([C:10]2[CH:15]=[CH:14][C:13]([F:16])=[CH:12][C:11]=2[OH:19])[CH2:6][CH2:5]1)(=[O:3])[CH3:2] |f:2.3,4.5|. Reported procedure: To a solution of 1-acetyl-4-(2-amino-4-fluorophenyl)piperazine (25 g) and conc. sulfuric acid (42 ml) in water (210 ml) was added dropwise a solution of sodium nitrite (13 g) in water (46 ml) under ice-cooling. This reaction mixture was stirred at the same temperature for 4 hr and at room temperature for 6 hr. To the reaction mixture was added an aqueous sodium hydroxide solution to make it alkaline and acetyl chloride was added dropwise. The mixture was stirred at the same temperature for 30 mi... Reactants: Nc1ccc(S(=O)(=O)c2cc(Br)nc(N3CCCC3)c2)cc1, OB(O)c1ccccc1Cl, [Na+], [Na+], O=C([O-])[O-]. Yields the product Nc1ccc(S(=O)(=O)c2cc(-c3ccccc3Cl)nc(N3CCCC3)c2)cc1. RXN SMILES: [Br:1][c:2]1[n:3][c:4]([N:18]2[CH2:19][CH2:20][CH2:21][CH2:22]2)[cH:5][c:6]([S:8](=[O:9])(=[O:10])[c:11]2[cH:12][cH:13][c:14]([NH2:17])[cH:15][cH:16]2)[cH:7]1.[Cl:23][c:24]1[c:25]([B:30]([OH:31])[OH:32])[cH:26][cH:27][cH:28][cH:29]1.[Na+:33].[Na+:34].[O-:35][C:36](=[O:37])[O-:38]>>[c:2]1(-[c:25]2[c:24]([Cl:23])[cH:29][cH:28][cH:27][cH:26]2)[n:3][c:4]([N:18]2[CH2:19][CH2:20][CH2:21][CH2:22]2)[cH:5][c:6]([S:8](=[O:9])(=[O:10])[c:11]2[cH:12][cH:13][c:14]([NH2:17])[cH:15][cH:16]2)[cH:7]1.